This data is from the Open Reaction Database (ORD), a public repository of structured organic reaction records. The task is: describe an organic reaction: reactants, conditions, products, and yield The reactants are NC1CC1, O=S(C1=CC=C([N+]([O-])=O)C=C1)(Cl)=O. The reagents and catalysts are O=C([O-])O.[Na+] (NaHCO3). Solvent: O (water), OCCOCCOCCOCCOCCO (PEG400), CC(C)=O (acetone). Run at temperature 25 celsius, pressure 100 psi, time 20 minute. Yields the product O=[N+]([O-])c1ccc(S(=O)(=O)NC2CC2)cc1. The yield is 93.0%. Product: C12C(CC(C=C1)C2)NC(NN=CC2=CC=C(C=C2)N2CCCC2)=S (4-(Bicyclo[2.2.1]hept-5-en-2-yl)-1-(4-pyrrolidinobenzylidene)thiosemicarbazide), solid. The reactants are C12C(CC(C=C1)C2)NC(=S)NN (N1-bicyclo[2.2.1]hept-5-en-2-ylhydrazine-1-carbothioamide), N1(CCCC1)C1=CC=C(C=O)C=C1 (4-pyrrolidinobenzaldehyde). Procedure: The title compound was prepared from a mixture of N1-bicyclo[2.2.1]hept-5-en-2-ylhydrazine-1-carbothioamide (100 mg, 0.6 mmol) and 4-pyrrolidinobenzaldehyde (126 mg, 0.72 mmol) similar to Example 3 and isolated as a white solid (60 mg, 29%). 1H NMR (CDCl3): 9.01 (s, 1H), 7.65 (s, 1H), 7.50-7.26 (m, 2H), 6.52 (d, J=8.8 Hz, 2H), 6.16 (ddd, J=8.1, 5.1, 2.7 Hz, 2H), 4.29 (t, J=8.1 Hz, 1H), 3.36-3.32 (m, 4H), 3.04 (s, 1H), 2.95 (s, 1H), 2.07-1.99 (m, 4H ), 1.87 (ddd, J=7.6, 7.0, 2.7 Hz, 1H), 1.63 (m,... Yield: 29.0%. Reaction SMILES: [CH:1]12[CH2:7][CH:4]([CH:5]=[CH:6]1)[CH2:3][CH:2]2[NH:8][C:9]([NH:11][NH2:12])=[S:10].[N:13]1([C:18]2[CH:25]=[CH:24][C:21]([CH:22]=O)=[CH:20][CH:19]=2)[CH2:17][CH2:16][CH2:15][CH2:14]1>>[CH:1]12[CH2:7][CH:4]([CH:5]=[CH:6]1)[CH2:3][CH:2]2[NH:8][C:9](=[S:10])[NH:11][N:12]=[CH:22][C:21]1[CH:20]=[CH:19][C:18]([N:13]2[CH2:17][CH2:16][CH2:15][CH2:14]2)=[CH:25][CH:24]=1. Reactants: C(C)(C)(C)OC(=O)N1C[C@@H](C[C@@H](C1)N(CC(C)C)C(=O)C1=NC2=C(N1CCCCOC)C(=CC=C2)F)C(=O)O ((3R,5S)-1-(tert-Butoxycarbonyl)-5-[{[7-fluoro-1-(4-methoxybutyl)-1H-benzimidazol-2-yl]carbonyl}(2-methylpropyl)amino]piperidine-3-carboxylic acid), N1CCCC1 (pyrrolidine), C=1C=CC2=C(C1)N=NN2O (HOBt), CCN=C=NCCCN(C)C.Cl (WSC.HCl). Solvent: CN(C)C=O (DMF), C(C)N(CC)CC (triethylamine). Conditions: temperature 50 celsius, time 1 hour. Product: FC1=CC=CC2=C1N(C(=N2)C(=O)N([C@@H]2CN(C[C@@H](C2)C(=O)N2CCCC2)C(=O)OC(C)(C)C)CC(C)C)CCCCOC (tert-butyl (3S,5R)-3-{{{7-fluoro-1-(4-methoxybutyl)-1H-benzimidazol-2-yl}carbonyl}(2-methylpropyl)amino}-5-(pyrrolidin-1-ylcarbonyl)piperidine-1-carboxylate). As a reaction SMILES: [C:1]([O:5][C:6]([N:8]1[CH2:13][C@@H:12]([N:14]([C:19]([C:21]2[N:25]([CH2:26][CH2:27][CH2:28][CH2:29][O:30][CH3:31])[C:24]3[C:32]([F:36])=[CH:33][CH:34]=[CH:35][C:23]=3[N:22]=2)=[O:20])[CH2:15][CH:16]([CH3:18])[CH3:17])[CH2:11][C@@H:10]([C:37](O)=[O:38])[CH2:9]1)=[O:7])([CH3:4])([CH3:3])[CH3:2].[NH:40]1[CH2:44][CH2:43][CH2:42][CH2:41]1.C1C=CC2N(O)N=NC=2C=1.CCN=C=NCCCN(C)C.Cl>CN(C=O)C.C(N(CC)CC)C>[F:36][C:32]1[C:24]2[N:25]([CH2:26][CH2:27][CH2:28][CH2:29][O:30][CH3:31])[C:21]([C:19]([N:14]([CH2:15][CH:16]([CH3:18])[CH3:17])[C@H:12]3[CH2:11][C@@H:10]([C:37]([N:40]4[CH2:44][CH2:43][CH2:42][CH2:41]4)=[O:38])[CH2:9][N:8]([C:6]([O:5][C:1]([CH3:3])([CH3:4])[CH3:2])=[O:7])[CH2:13]3)=[O:20])=[N:22][C:23]=2[CH:35]=[CH:34][CH:33]=1 |f:3.4|. Procedure: (3R,5S)-1-(tert-Butoxycarbonyl)-5-[{[7-fluoro-1-(4-methoxybutyl)-1H-benzimidazol-2-yl]carbonyl}(2-methylpropyl)amino]piperidine-3-carboxylic acid (1.65 g), pyrrolidine (500 μl), HOBt (270 mg) and triethylamine (1.27 ml) were dissolved in DMF (50 ml), WSC.HCl (1.15 g) was added, and the mixture was stirred at 50° C. for 1 hr. The reaction mixture was concentrated under reduced pressure, diluted with saturated aqueous sodium hydrogen carbonate, and the mixture was extracted with ethyl acetate. The... Reactants: CS(=O)(=O)c1nccc(-n2cnc3ccccc32)n1, NC(CO)c1ccccc1. Yields the product OCC(Nc1nccc(-n2cnc3ccccc32)n1)c1ccccc1. As a reaction SMILES: [CH3:1][S:2](=[O:3])(=[O:4])[c:5]1[n:6][cH:7][cH:8][c:9](-[n:11]2[cH:12][n:13][c:14]3[c:15]2[cH:16][cH:17][cH:18][cH:19]3)[n:10]1.[c:20]1([CH:26]([CH2:27][OH:28])[NH2:29])[cH:21][cH:22][cH:23][cH:24][cH:25]1>>[c:5]1([NH:29][CH:26]([c:20]2[cH:21][cH:22][cH:23][cH:24][cH:25]2)[CH2:27][OH:28])[n:6][cH:7][cH:8][c:9](-[n:11]2[cH:12][n:13][c:14]3[c:15]2[cH:16][cH:17][cH:18][cH:19]3)[n:10]1. Reactants: CCOC(=O)C(C)(Cc1ccc(OCCNC(=O)c2ccc(-c3ccc(OC)cc3)nc2)cc1)Oc1ccc(C(C)C)cc1, [Na+], [OH-]. The product is COc1ccc(-c2ccc(C(=O)NCCOc3ccc(CC(C)(Oc4ccc(C(C)C)cc4)C(=O)O)cc3)cn2)cc1. As a reaction SMILES: [CH:1]([CH3:2])([CH3:3])[c:4]1[cH:5][cH:6][c:7]([O:8][C:9]([C:10](=[O:11])[O:12][CH2:13][CH3:14])([CH2:15][c:16]2[cH:17][cH:18][c:19]([O:22][CH2:23][CH2:24][NH:25][C:26](=[O:27])[c:28]3[cH:29][cH:30][c:31](-[c:34]4[cH:35][cH:36][c:37]([O:40][CH3:41])[cH:38][cH:39]4)[n:32][cH:33]3)[cH:20][cH:21]2)[CH3:42])[cH:43][cH:44]1.[Na+:46].[OH-:45]>>[CH:1]([CH3:2])([CH3:3])[c:4]1[cH:5][cH:6][c:7]([O:8][C:9]([C:10](=[O:11])[OH:12])([CH2:15][c:16]2[cH:17][cH:18][c:19]([O:22][CH2:23][CH2:24][NH:25][C:26](=[O:27])[c:28]3[cH:29][cH:30][c:31](-[c:34]4[cH:35][cH:36][c:37]([O:40][CH3:41])[cH:38][cH:39]4)[n:32][cH:33]3)[cH:20][cH:21]2)[CH3:42])[cH:43][cH:44]1. Reactants: ClC=1C=CC2=C(C(=NCC(=N2)NC(C(=O)OC)C(C)O)C2=C(C=CC=C2)F)C1 (methyl 2-[7-chloro-5-(2-fluorophenyl)-3H-1,4-benzodiazepin-2-ylamino]-3-hydroxybutyrate), FC(C(=O)OC(C(F)(F)F)=O)(F)F (trifluoroacetic acid anhydride), C(=O)=O.CC(=O)C (dry ice acetone), CS(=O)C (dimethyl sulphoxide). Solvent: C(C)N(CC)CC (triethylamine), ClCCl (dichloromethane), ClCCl (dichloromethane), ClCCl (dichloromethane). Conditions: time 2 hour. Product: ClC=1C=CC2=C(C(=NCC(=N2)NC(C(=O)OC)C(C)=O)C2=C(C=CC=C2)F)C1 (methyl 2-[7-chloro-5-(2-fluorophenyl)-3H-1,4-benzodiazepin-2-ylamino]-3-oxo-butyrate). Isolated yield 74.1%. Reaction SMILES: FC(F)(F)C(OC(=O)C(F)(F)F)=O.C(=O)=O.CC(C)=O.CS(C)=O.[Cl:25][C:26]1[CH:27]=[CH:28][C:29]2[N:35]=[C:34]([NH:36][CH:37]([CH:42]([OH:44])[CH3:43])[C:38]([O:40][CH3:41])=[O:39])[CH2:33][N:32]=[C:31]([C:45]3[CH:50]=[CH:49][CH:48]=[CH:47][C:46]=3[F:51])[C:30]=2[CH:52]=1>ClCCl.C(N(CC)CC)C>[Cl:25][C:26]1[CH:27]=[CH:28][C:29]2[N:35]=[C:34]([NH:36][CH:37]([C:42](=[O:44])[CH3:43])[C:38]([O:40][CH3:41])=[O:39])[CH2:33][N:32]=[C:31]([C:45]3[CH:50]=[CH:49][CH:48]=[CH:47][C:46]=3[F:51])[C:30]=2[CH:52]=1 |f:1.2|. Procedure details: A solution of 3.8 ml of trifluoroacetic acid anhydride in 7.3 ml of dichloromethane was added dropwise to a solution, cooled with dry ice/acetone, of 2.7 ml of dimethyl sulphoxide in 18 ml of dichloromethane was added in such a manner that the temperature did not exceed −55° C. After stirring in the cold for 30 min. a solution of 7.54 g of methyl 2-[7-chloro-5-(2-fluorophenyl)-3H-1,4-benzodiazepin-2-ylamino]-3-hydroxybutyrate in 15 ml of dichloromethane was added dropwise in a manner such that t... Starting materials: C([O-])([O-])=O.[K+].[K+] (potassium carbonate), BrC(C)C=1SC(=NN1)OCC (2-(1-bromoethyl)-5-ethoxy-1,3,4-thiadiazole), CC1=CC=C(OC2=CC=C(C=C2)O)C=C1 (4-(4-methylphenoxy)phenol). Solvent: CC(=O)C (acetone). Yields the product C(C)OC=1SC(=NN1)C(C)OC1=CC=C(C=C1)OC1=CC=C(C=C1)C (2-ethoxy-5-[1-[4-(4-methylphenoxy)phenoxy]-ethyl]-1,3,4-thiadiazole). Yield: 73.6%. As a reaction SMILES: [CH3:1][C:2]1[CH:15]=[CH:14][C:5]([O:6][C:7]2[CH:12]=[CH:11][C:10]([OH:13])=[CH:9][CH:8]=2)=[CH:4][CH:3]=1.C(=O)([O-])[O-].[K+].[K+].Br[CH:23]([C:25]1[S:26][C:27]([O:30][CH2:31][CH3:32])=[N:28][N:29]=1)[CH3:24]>CC(C)=O>[CH2:31]([O:30][C:27]1[S:26][C:25]([CH:23]([O:13][C:10]2[CH:11]=[CH:12][C:7]([O:6][C:5]3[CH:14]=[CH:15][C:2]([CH3:1])=[CH:3][CH:4]=3)=[CH:8][CH:9]=2)[CH3:24])=[N:29][N:28]=1)[CH3:32] |f:1.2.3|. Procedure details: 0.84 g of 4-(4-methylphenoxy)phenol was dissolved in 5 ml of acetone followed by adding 0.87 g of anhydrous potassium carbonate and 1.0 g of 2-(1-bromoethyl)-5-ethoxy-1,3,4-thiadiazole. The resulting mixture was refluxed with stirring and heating for 2 hours. After cooling, insoluble salts were filtered off, and acetone was distilled off under reduced pressure. The residue was purified by chromatography on silica gel to obtain 1.1 g of the compound No. 10 described in Table 1. Starting materials: N1=CC(=CC=C1)C1=CCCC[S@]1=O ((R)-6-(3-pyridyl)-3,4-dihydro-2H-thiopyran 1-oxide), [BH4-].[Na+] (sodium borohydride), O (water), CC(=O)C (acetone). The solvent is C(C)O (ethanol), C(C)O (ethanol). Conditions: time 3 hour. The product is N1=CC(=CC=C1)[C@@H]1[S@@](CCCC1)=O ((1R,2R)-2-(3-pyridyl)tetrahydro-2H-thiopyran 1 -oxide). Yield: 30.6%. Reaction SMILES: [BH4-].[Na+].[N:3]1[CH:8]=[CH:7][CH:6]=[C:5]([C:9]2[S@:14](=[O:15])[CH2:13][CH2:12][CH2:11][CH:10]=2)[CH:4]=1.O.CC(C)=O>C(O)C>[N:3]1[CH:8]=[CH:7][CH:6]=[C:5]([C@H:9]2[CH2:10][CH2:11][CH2:12][CH2:13][S@:14]2=[O:15])[CH:4]=1 |f:0.1|. Procedure details: A stirred suspension of sodium borohydride (11.44 g) in ethanol (935 ml) is treated with a solution of crude (R)-6-(3-pyridyl)-3,4-dihydro-2H-thiopyran 1-oxide (116.9 g; prepared as described in Example 10) in ethanol (117 ml) at room temperature under nitrogen. The mixture is stirred for 3 hours and is then treated with water (935 ml) and acetone (93 ml), with cooling. The solution is extracted with dichloromethane (3×800 ml), the combined extracts are washed with aqueous sodium chloride soluti... Reactants: [OH-].[K+] (potassium hydroxide), ClC1=CC=C(C(=O)N2CC3=C(CC2)SC2=NC(=C(C(=C23)C2=CC(=C(C=C2)OC)OC)C(=O)OCC)CN(CC)CC)C=C1 (ethyl 6-(4-chlorobenzoyl)-2-diethylaminomethyl-4-(3,4-dimethoxyphenyl)-5,6,7,8-tetrahydrothieno[2,3-b:4,5-c']dipyridine-3-carboxylate). Run in O (water), C(C)O (ethanol), O (water). Yields the product C(C)N(CC)CC1=C(C(=C2C(=N1)SC1=C2CNCC1)C1=CC(=C(C=C1)OC)OC)C(=O)OCC (ethyl 2-diethylaminomethyl-4-(3,4-dimethoxyphenyl)-5,6,7,8-tetrahydrothieno[2,3-b:4,5-c']dipyridine-3-carboxylate). As a reaction SMILES: ClC1C=CC(C([N:8]2[CH2:13][CH2:12][C:11]3[S:14][C:15]4[C:20]([C:10]=3[CH2:9]2)=[C:19]([C:21]2[CH:26]=[CH:25][C:24]([O:27][CH3:28])=[C:23]([O:29][CH3:30])[CH:22]=2)[C:18]([C:31]([O:33][CH2:34][CH3:35])=[O:32])=[C:17]([CH2:36][N:37]([CH2:40][CH3:41])[CH2:38][CH3:39])[N:16]=4)=O)=CC=1.[OH-].[K+]>O.C(O)C>[CH2:40]([N:37]([CH2:36][C:17]1[N:16]=[C:15]2[S:14][C:11]3[CH2:12][CH2:13][NH:8][CH2:9][C:10]=3[C:20]2=[C:19]([C:21]2[CH:26]=[CH:25][C:24]([O:27][CH3:28])=[C:23]([O:29][CH3:30])[CH:22]=2)[C:18]=1[C:31]([O:33][CH2:34][CH3:35])=[O:32])[CH2:38][CH3:39])[CH3:41] |f:1.2|. Procedure details: A mixture of the compound (1.8 g) obtained in Example 53A, a solution of potassium hydroxide (0.6 g) in water (10 ml) and ethanol (20 ml) was heated under refluxing conditions for 5 hours, poured over water and extracted with ethyl acetate. The ethyl acetate layer was washed with water, dried (MgSO4) and concentrated under reduced pressure to yield ethyl 2-diethylaminomethyl-4-(3,4-dimethoxyphenyl)-5,6,7,8-tetrahydrothieno[2,3-b:4,5-c']dipyridine-3-carboxylate as an oil.